Task: describe an organic reaction: reactants, conditions, products, and yield. Dataset: the Open Reaction Database (ORD), a public repository of structured organic reaction records Starting materials: ClC(Cl)Cl, O=[Mn]=O, CC(O)c1ccc2c(c1)NC(=O)CC2. Yields the product CC(=O)c1ccc2c(c1)NC(=O)CC2. Reaction SMILES: [Cl:18][CH:19]([Cl:20])[Cl:21].[O:15]=[Mn:16]=[O:17].[OH:1][CH:2]([CH3:3])[c:4]1[cH:5][cH:6][c:7]2[c:12]([cH:13]1)[NH:11][C:10](=[O:14])[CH2:9][CH2:8]2>>[O:1]=[C:2]([CH3:3])[c:4]1[cH:5][cH:6][c:7]2[c:12]([cH:13]1)[NH:11][C:10](=[O:14])[CH2:9][CH2:8]2. Reactants: COc1cc(OCC2CCCN2C(=O)OC(C)(C)C)c2c(=O)n(COC(=O)C(C)(C)C)cnc2c1, CO, N. Yields the product COc1cc(OCC2CCCN2C(=O)OC(C)(C)C)c2c(=O)[nH]cnc2c1. As a reaction SMILES: [CH3:1][C:2]([CH3:3])([CH3:4])[C:5]([O:6][CH2:34][n:7]1[cH:8][n:9][c:10]2[cH:11][c:12]([O:32][CH3:33])[cH:13][c:14]([O:18][CH2:19][CH:20]3[N:21]([C:25](=[O:26])[O:27][C:28]([CH3:29])([CH3:30])[CH3:31])[CH2:22][CH2:23][CH2:24]3)[c:15]2[c:16]1=[O:17])=[O:35].[CH3:37][OH:38].[NH3:36]>>[nH:7]1[cH:8][n:9][c:10]2[cH:11][c:12]([O:32][CH3:33])[cH:13][c:14]([O:18][CH2:19][CH:20]3[N:21]([C:25](=[O:26])[O:27][C:28]([CH3:29])([CH3:30])[CH3:31])[CH2:22][CH2:23][CH2:24]3)[c:15]2[c:16]1=[O:17]. The reactants are O (Water), C(C)(=O)NC1=CC=C(C=N1)NC(OCC(Cl)(Cl)Cl)=O (2,2,2-trichloroethyl [6-(acetylamino)pyridin-3-yl]carbamate), C1(=CC=CC=C1)C=1N=C(SC1)N1CCNCC1 (1-(4-phenyl-1,3-thiazol-2-yl)piperazine), C(C)(C)N(CC)C(C)C (diisopropylethylamine). Run in CS(=O)C (dimethylsulfoxide). Conditions: temperature 70 celsius, time 15 hour. The product is C(C)(=O)NC1=CC=C(C=N1)NC(=O)N1CCN(CC1)C=1SC=C(N1)C1=CC=CC=C1 (N-[6-(Acetylamino)pyridin-3-yl]-4-(4-phenyl-1,3-thiazol-2-yl)piperazine-1-carboxamide). Yield: 13.7%. Reaction SMILES: [C:1]([NH:4][C:5]1[N:10]=[CH:9][C:8]([NH:11][C:12](=[O:19])OCC(Cl)(Cl)Cl)=[CH:7][CH:6]=1)(=[O:3])[CH3:2].[C:20]1([C:26]2[N:27]=[C:28]([N:31]3[CH2:36][CH2:35][NH:34][CH2:33][CH2:32]3)[S:29][CH:30]=2)[CH:25]=[CH:24][CH:23]=[CH:22][CH:21]=1.C(N(C(C)C)CC)(C)C.O>CS(C)=O>[C:1]([NH:4][C:5]1[N:10]=[CH:9][C:8]([NH:11][C:12]([N:34]2[CH2:35][CH2:36][N:31]([C:28]3[S:29][CH:30]=[C:26]([C:20]4[CH:25]=[CH:24][CH:23]=[CH:22][CH:21]=4)[N:27]=3)[CH2:32][CH2:33]2)=[O:19])=[CH:7][CH:6]=1)(=[O:3])[CH3:2]. Procedure: A mixture of 2,2,2-trichloroethyl [6-(acetylamino)pyridin-3-yl]carbamate (293 mg, 0.897 mmol), 1-(4-phenyl-1,3-thiazol-2-yl)piperazine (200 mg, 0.815 mmol) and diisopropylethylamine (0.156 ml, 0.897 mmol) in dimethylsulfoxide (2.7 ml) was stirred at 70° C. for 15 hours. Water was poured into the reaction mixture and the mixture was extracted with ethyl acetate. The extract was washed with water and dried over anhydrous magnesium sulfate and the solvent was distilled off under reduced pressure. T... The reactants are C(C)(=O)OC(C)=O (acetic anhydride), C(Cl)Cl (methylene chloride), OC1=C(C(=O)O)C=CC(=C1)OC1CCN(CC1)S(=O)(=O)C (2-hydroxy-4-((1-(methylsulfonyl)piperidin-4-yl)oxy)benzoic acid), C(C)(=O)OC(C)=O (acetic anhydride). Run in N1=CC=CC=C1 (pyridine), N1=CC=CC=C1 (pyridine). Run at time 1 hour. Product: C(C)(=O)OC1=C(C(=O)O)C=CC(=C1)OC1CCN(CC1)S(=O)(=O)C (2-acetoxy-4-((1-(methylsulfonyl)piperidin-4-yl)oxy)benzoic acid). Reaction SMILES: [C:1](OC(=O)C)(=[O:3])[CH3:2].C(Cl)Cl.[OH:11][C:12]1[CH:20]=[C:19]([O:21][CH:22]2[CH2:27][CH2:26][N:25]([S:28]([CH3:31])(=[O:30])=[O:29])[CH2:24][CH2:23]2)[CH:18]=[CH:17][C:13]=1[C:14]([OH:16])=[O:15]>N1C=CC=CC=1>[C:1]([O:11][C:12]1[CH:20]=[C:19]([O:21][CH:22]2[CH2:23][CH2:24][N:25]([S:28]([CH3:31])(=[O:30])=[O:29])[CH2:26][CH2:27]2)[CH:18]=[CH:17][C:13]=1[C:14]([OH:16])=[O:15])(=[O:3])[CH3:2]. Procedure details: Under ice-cooling, pyridine (0.12 mL) and acetic anhydride (0.065 mL) were sequentially added to a methylene chloride (1.8 mL) suspension of the obtained 2-hydroxy-4-((1-(methylsulfonyl)piperidin-4-yl)oxy)benzoic acid (0.18 g), followed by stirring at room temperature for 1 hour. Under ice-cooling, pyridine (0.023 mL) and acetic anhydride (0.016 mL) were sequentially added to the reaction mixture, followed by stirring at room temperature for 2 hours. The solvent was evaporated under reduced pres... Reactants: Cc1ccccc1, CC(C)(C)OC(=O)C1C(=O)CCc2cc3ccccc3n21. The product is O=C1CCc2cc3ccccc3n2C1. Reaction SMILES: [CH3:22][c:23]1[cH:24][cH:25][cH:26][cH:27][cH:28]1.[O:1]=[C:2]1[CH2:3][CH2:4][c:5]2[n:6]([c:7]3[cH:8][cH:9][cH:10][cH:11][c:12]3[cH:13]2)[CH:14]1[C:15]([O:16][C:17]([CH3:18])([CH3:19])[CH3:20])=[O:21]>>[O:1]=[C:2]1[CH2:3][CH2:4][c:5]2[n:6]([c:7]3[cH:8][cH:9][cH:10][cH:11][c:12]3[cH:13]2)[CH2:14]1. Starting materials: C(=O)([O-])[O-].[K+].[K+] (K2CO3), N[C@@H](CC1=CC=CC=C1)C(=O)O (L-phenylalanine), C12C3C(C(C=C1)CC2)C(=O)OC3=O (Bicyclo[2.2.2]oct-5-en-2,3-dicarboxylic anhydride). Run in O (H2O), O (H2O). Product: C(=O)(O)C(CC1=CC=CC=C1)N1C(=O)C2C3C=CC(C2C1=O)CC3 (N-(1'-carboxy-2'-phenylethyl)-bicyclo[2.2.2]oct-5-en-2,3-dicarboximide). The yield is 58.0%. As a reaction SMILES: [NH2:1][C@H:2]([C:10]([OH:12])=[O:11])[CH2:3][C:4]1[CH:9]=[CH:8][CH:7]=[CH:6][CH:5]=1.C([O-])([O-])=O.[K+].[K+].[CH:19]12[CH2:26][CH2:25][CH:22]([CH:23]=[CH:24]1)[CH:21]1[C:27]([O:29][C:30](=O)[CH:20]21)=[O:28]>O>[C:10]([CH:2]([N:1]1[C:27](=[O:28])[CH:21]2[CH:20]([CH:19]3[CH2:26][CH2:25][CH:22]2[CH:23]=[CH:24]3)[C:30]1=[O:29])[CH2:3][C:4]1[CH:9]=[CH:8][CH:7]=[CH:6][CH:5]=1)([OH:12])=[O:11] |f:1.2.3|. Procedure details: To a suspension of L-phenylalanine (502 mg, 3.0 mmol) in H2O (15 mL) was added a solution of K2CO3 (252 mg, 1.8 mmol) in H2O (3 mL) and the mixture was stirred until a homogeneous solution was obtained. Bicyclo[2.2.2]oct-5-en-2,3-dicarboxylic anhydride (452 mg, 2.5 mmol) was added and the mixture was heated to reflux temperature and allowed to react for 19 hrs. After cooling to room temperature, the reaction mixture was washed with EtOAc and acidified with conc. HCl until the pH reached 1. The a... The reactants are NC1=C(C=C(C=C1)S(=O)(=O)N)SC1=CC=C(C=C1)Cl (4-Amino-3-(4-chlorophenylthio)-benzenesulphonamide), CS(=O)(=O)Cl (methanesulphonic acid chloride), N1=CC=CC=C1 (pyridine). Conditions: time 8 hour. The product is ClC1=CC=C(C=C1)SC=1C(=C(C=CC1S(=O)(=O)C)S(=O)(=O)N)N (3-(4-Chlorophenylthio)-4-methylsulphonyl-amino-benzenesulphonamide). RXN SMILES: N[C:2]1[CH:7]=[CH:6][C:5]([S:8]([NH2:11])(=[O:10])=[O:9])=[CH:4][C:3]=1[S:12][C:13]1[CH:18]=[CH:17][C:16]([Cl:19])=[CH:15][CH:14]=1.[CH3:20][S:21](Cl)(=[O:23])=[O:22].[N:25]1C=CC=CC=1>>[Cl:19][C:16]1[CH:17]=[CH:18][C:13]([S:12][C:3]2[C:4]([NH2:25])=[C:5]([S:8]([NH2:11])(=[O:10])=[O:9])[CH:6]=[CH:7][C:2]=2[S:21]([CH3:20])(=[O:23])=[O:22])=[CH:14][CH:15]=1. Procedure details: 4-Amino-3-(4-chlorophenylthio)-benzenesulphonamide (0.43 g; 1.37 mmol) was dissolved in pyridine (10 ml) and at 0° C. methanesulphonic acid chloride (4.7 g; 41.0 mmol) was added dropwise. The solution came up to ambient temperature overnight, was then poured onto water and extracted with CH2Cl2. The solvent was evaporated off and the residue was stirred in dioxan (10 ml)/2N aqueous NaOH (10 ml). After acidifying with 2N HC1, the mixture was extracted with ethyl acetate, dried over MgSO4 and evap...